From a dataset of the Open Reaction Database (ORD), a public repository of structured organic reaction records. describe an organic reaction: reactants, conditions, products, and yield Starting materials: C(C)(C)(C)C1=CC=C(C=C1)C1=C2CC(C(C2=CC=C1)=O)CC1(CCCCC1)CC (4-(4-tert-butyl-phenyl)-2-[(1-ethylcyclohexyl)methyl]indan-1-one), [BH4-].[Na+] (NaBH4), C1(=CC=CC=C1)C (toluene), [BH4-].[Na+] (NaBH4), 2n, OS(=O)(=O)O (H2SO4). Run in CO (methanol). Run at temperature 50 celsius, time 2.5 hour. Yields the product C(C)(C)(C)C1=CC=C(C=C1)C=1C=CC=C2C=C(CC12)CC1(CCCCC1)CC (7-(4-tert-Butyl-phenyl)-2-[(1-ethylcyclohexyl)methyl]-1H-indene). Isolated yield 97.3%. As a reaction SMILES: [C:1]([C:5]1[CH:10]=[CH:9][C:8]([C:11]2[CH:19]=[CH:18][CH:17]=[C:16]3[C:12]=2[CH2:13][CH:14]([CH2:21][C:22]2([CH2:28][CH3:29])[CH2:27][CH2:26][CH2:25][CH2:24][CH2:23]2)[C:15]3=O)=[CH:7][CH:6]=1)([CH3:4])([CH3:3])[CH3:2].[BH4-].[Na+].C1(C)C=CC=CC=1.OS(O)(=O)=O>CO>[C:1]([C:5]1[CH:10]=[CH:9][C:8]([C:11]2[CH:19]=[CH:18][CH:17]=[C:16]3[C:12]=2[CH2:13][C:14]([CH2:21][C:22]2([CH2:28][CH3:29])[CH2:23][CH2:24][CH2:25][CH2:26][CH2:27]2)=[CH:15]3)=[CH:7][CH:6]=1)([CH3:4])([CH3:3])[CH3:2] |f:1.2|. Reported procedure: 24.0 g of crude 4-(4-tert-butyl-phenyl)-2-[(1-ethylcyclohexyl)methyl]indan-1-one (˜82% purity), 2.4 g (63.4 mmol) of NaBH4 and 60 ml of toluene are charged in a flask equipped with reflux condenser, dropping funnel and magnetic stirring bar. The mixture is warmed to 50° C. and 12 ml of methanol are slowly added with stirring and stirring is continued for 2.5 h to ensure a complete reaction. Excess NaBH4 is carefully hydrolyzed with approx. 35 ml of 2n H2SO4. The organic phase is separated and th...